Dataset: the Open Reaction Database (ORD), a public repository of structured organic reaction records. Task: describe an organic reaction: reactants, conditions, products, and yield Starting materials: C=CCOC1OC(COCc2ccccc2)C(O)C(OCc2ccccc2)C1OCc1ccccc1, ClCCl, O=S(=O)(Cl)Cl, c1ccncc1. Product: C=CCOC1OC(COCc2ccccc2)C(Cl)C(OCc2ccccc2)C1OCc1ccccc1. As a reaction SMILES: [CH2:1]([CH:2]=[CH2:3])[O:4][CH:5]1[CH:6]([O:7][CH2:8][c:9]2[cH:10][cH:11][cH:12][cH:13][cH:14]2)[CH:15]([O:16][CH2:17][c:18]2[cH:19][cH:20][cH:21][cH:22][cH:23]2)[CH:24]([OH:25])[CH:26]([CH2:28][O:29][CH2:30][c:31]2[cH:32][cH:33][cH:34][cH:35][cH:36]2)[O:27]1.[Cl:42][CH2:43][Cl:44].[S:37]([Cl:38])(=[O:39])([Cl:40])=[O:41].[cH:45]1[cH:46][cH:47][n:48][cH:49][cH:50]1>>[CH2:1]([CH:2]=[CH2:3])[O:4][CH:5]1[CH:6]([O:7][CH2:8][c:9]2[cH:10][cH:11][cH:12][cH:13][cH:14]2)[CH:15]([O:16][CH2:17][c:18]2[cH:19][cH:20][cH:21][cH:22][cH:23]2)[CH:24]([Cl:40])[CH:26]([CH2:28][O:29][CH2:30][c:31]2[cH:32][cH:33][cH:34][cH:35][cH:36]2)[O:27]1. The reactants are COCCBr, O=C([O-])[O-], CC#N, OC1(c2cccc(F)c2F)CCNC1, [K+], [K+]. Yields the product COCCN1CCC(O)(c2cccc(F)c2F)C1. As a reaction SMILES: [Br:21][CH2:22][CH2:23][O:24][CH3:25].[C:15](=[O:16])([O-:17])[O-:18].[CH3:26][C:27]#[N:28].[F:1][c:2]1[c:3]([C:9]2([OH:14])[CH2:10][NH:11][CH2:12][CH2:13]2)[cH:4][cH:5][cH:6][c:7]1[F:8].[K+:19].[K+:20]>>[F:1][c:2]1[c:3]([C:9]2([OH:14])[CH2:10][N:11]([CH2:22][CH2:23][O:24][CH3:25])[CH2:12][CH2:13]2)[cH:4][cH:5][cH:6][c:7]1[F:8].